This data is from the Open Reaction Database (ORD), a public repository of structured organic reaction records. The task is: describe an organic reaction: reactants, conditions, products, and yield The reactants are CO, CCOC(=O)C=CC(F)(F)F, [K+], [K+], O=C([O-])[O-], CN(C)C=O, COc1ccc(C=O)c(O)c1C. Yields the product CCOC(=O)C1=Cc2ccc(OC)c(C)c2OC1C(F)(F)F. Reaction SMILES: [CH3:35][OH:36].[F:13][C:14]([CH:15]=[CH:16][C:17](=[O:18])[O:19][CH2:20][CH3:21])([F:22])[F:23].[K+:24].[K+:25].[O-:26][C:27]([O-:28])=[O:29].[O:30]=[CH:31][N:32]([CH3:33])[CH3:34].[OH:1][c:2]1[c:3]([CH:4]=[O:5])[cH:6][cH:7][c:8]([O:11][CH3:12])[c:9]1[CH3:10]>>[O:1]1[c:2]2[c:3]([cH:6][cH:7][c:8]([O:11][CH3:12])[c:9]2[CH3:10])[CH:4]=[C:16]([C:17](=[O:18])[O:19][CH2:20][CH3:21])[CH:15]1[C:14]([F:13])([F:22])[F:23]. The reactants are C(C)OC(C(=O)N(C(C)C1=CC=CC2=CC=CC=C12)CC1=CC=C(C=C1)C(=O)NCCCCCCCCCCCC)=O (ethyl{{4-[(dodecylamino)carbonyl]benzyl}[1-(1-naphthyl)ethyl]amino}-(oxo)acetate), O.[OH-].[Li+] (Lithium hydroxide monohydrate). Solvent: C1CCOC1 (THF), O (H2O). Run at time 14 hour. Product: C(CCCCCCCCCCC)NC(=O)C1=CC=C(CN(C(C)C2=CC=CC3=CC=CC=C23)C(C(=O)O)=O)C=C1 ({{4-[(dodecylamino)carbonyl]benzyl}[1-(1-naphthyl)-ethyl]amino}(oxo)acetic acid). RXN SMILES: C([O:3][C:4](=[O:42])[C:5]([N:7]([CH2:20][C:21]1[CH:26]=[CH:25][C:24]([C:27]([NH:29][CH2:30][CH2:31][CH2:32][CH2:33][CH2:34][CH2:35][CH2:36][CH2:37][CH2:38][CH2:39][CH2:40][CH3:41])=[O:28])=[CH:23][CH:22]=1)[CH:8]([C:10]1[C:19]2[C:14](=[CH:15][CH:16]=[CH:17][CH:18]=2)[CH:13]=[CH:12][CH:11]=1)[CH3:9])=[O:6])C.O.[OH-].[Li+]>C1COCC1.O>[CH2:30]([NH:29][C:27]([C:24]1[CH:23]=[CH:22][C:21]([CH2:20][N:7]([C:5](=[O:6])[C:4]([OH:42])=[O:3])[CH:8]([C:10]2[C:19]3[C:14](=[CH:15][CH:16]=[CH:17][CH:18]=3)[CH:13]=[CH:12][CH:11]=2)[CH3:9])=[CH:26][CH:25]=1)=[O:28])[CH2:31][CH2:32][CH2:33][CH2:34][CH2:35][CH2:36][CH2:37][CH2:38][CH2:39][CH2:40][CH3:41] |f:1.2.3|. Procedure: The resin-bound ethyl{{4-[(dodecylamino)carbonyl]benzyl}[1-(1-naphthyl)ethyl]amino}-(oxo)acetate (described in step d, 0.0426 mmol) was swelled in THF (0.300 mL) for 15 min at rt. Lithium hydroxide monohydrate (36 mg, 0.852 mmol) diluted in H2O (0.060 mL) was added and the resulting reaction mixture was shaken 14 h at rt. The resin was washed successively with THF (1×15 min), H2O (1×15 min), MeOH (1×15 min), THF (1×15 min), MeOH (3×10 min), DMF (3×10 min), MeOH (1×5 min), THF (3×10 min), MeOH (1...